describe an organic reaction: reactants, conditions, products, and yield From a dataset of the Open Reaction Database (ORD), a public repository of structured organic reaction records. Reactants: ClC1=C2C(C(NC2=C(C=C1)OC)=O)=O (4-chloro-7-methoxyisatin), C1(=CC=C(C=C1)S(=O)(=O)NN)C (p-toluenesulfonylhydrazine). Solvent: CO (CH3OH). Run at time 15 minute. Product: C1(=CC=C(C=C1)S(=O)(=O)NN=C1C(NC2=C(C=CC(=C12)Cl)OC)=O)C (4-Chloro-7-methoxy-isatin-3-p-toluenesulfonylhydrazone). RXN SMILES: [Cl:1][C:2]1[CH:10]=[CH:9][C:8]([O:11][CH3:12])=[C:7]2[C:3]=1[C:4](=O)[C:5](=[O:13])[NH:6]2.[C:15]1([CH3:26])[CH:20]=[CH:19][C:18]([S:21]([NH:24][NH2:25])(=[O:23])=[O:22])=[CH:17][CH:16]=1>CO>[C:15]1([CH3:26])[CH:16]=[CH:17][C:18]([S:21]([NH:24][N:25]=[C:4]2[C:3]3[C:7](=[C:8]([O:11][CH3:12])[CH:9]=[CH:10][C:2]=3[Cl:1])[NH:6][C:5]2=[O:13])(=[O:22])=[O:23])=[CH:19][CH:20]=1. Procedure details: 25.0 g (0.118 mole) of 4-chloro-7-methoxyisatin is taken up in 500 ml CH3OH at 60° and treated portionwise with 23.8 g of 97% p-toluenesulfonylhydrazine (≅ 23.1 g or 1.05 equivalents). The mixture is kept at ~60° for 15 minutes and then stirred at room temperature for 20 hours. Reactants: ClC1=CC=C2C(C(NC2=C1C)=O)=O (6-chloro-7-methyl-1H-indole-2,3-dione), [OH-].[Na+] (sodium hydroxide), OO (hydrogen peroxide), Cl (hydrochloric acid). Conditions: time 1 hour. The product is NC1=C(C(=O)O)C=CC(=C1C)Cl (2-amino-4-chloro-3-methylbenzoic acid). RXN SMILES: [Cl:1][C:2]1[C:10]([CH3:11])=[C:9]2[C:5]([C:6](=[O:13])C(=O)[NH:8]2)=[CH:4][CH:3]=1.[OH-:14].[Na+].OO.Cl>>[NH2:8][C:9]1[C:10]([CH3:11])=[C:2]([Cl:1])[CH:3]=[CH:4][C:5]=1[C:6]([OH:13])=[O:14] |f:1.2|. Procedure details: A mixed solution of 1.3 g of 6-chloro-7-methyl-1H-indole-2,3-dione and 50 ml of a 2N aqueous sodium hydroxide solution was added dropwise to 2 g of aqueous hydrogen peroxide (30%), and the mixture was stirred at room temperature for 1 hour. The reaction mixture was adjusted to pH 4 by an addition of 2N hydrochloric acid, and a deposited precipitate was collected by filtration to obtain 0.6 g of 2-amino-4-chloro-3-methylbenzoic acid of the formula: The reactants are CC(CC(C)=O)=O (2,4-pentanedione), B(=O)OB=O (boron trioxide), N1C=CC2=CC=C(C=C12)C=O (1H-indole-6-carboxaldehyde), C(OC)(OC)OC (trimethyl orthoformate), C(CCC)N (n-butylamine), Cl (HCl). Solvent: C(C)(=O)OCC (Ethyl acetate), C(C)(=O)OCC (ethyl acetate). Conditions: temperature 95 celsius, time 30 minute. Yields the product N1C=CC2=CC=C(C=C12)C=CC(CC(C)=O)=O (6-(1H-indol-6-yl)hex-5-ene-2,4-dione). Isolated yield 29.3%. As a reaction SMILES: [CH3:1][C:2](=[O:7])[CH2:3][C:4](=[O:6])[CH3:5].B(OB=O)=O.[NH:13]1[C:21]2[C:16](=[CH:17][CH:18]=[C:19]([CH:22]=O)[CH:20]=2)[CH:15]=[CH:14]1.C(OC)(OC)OC.C(N)CCC.Cl>C(OCC)(=O)C>[NH:13]1[C:21]2[C:16](=[CH:17][CH:18]=[C:19]([CH:22]=[CH:1][C:2](=[O:7])[CH2:3][C:4](=[O:6])[CH3:5])[CH:20]=2)[CH:15]=[CH:14]1. Reported procedure: Ethyl acetate (7 mL), 2,4-pentanedione (9.35 mL, 90.9 mmol) and boron trioxide (5.76 g, 82.7 mmol) was placed in a 200 mL reaction vessel with a reflux condenser. To the stirring mixture at 85° C. was added dropwise a solution of 1H-indole-6-carboxaldehyde (2.00 g, 13.8 mmol) and trimethyl orthoformate (1.6 mL, 14 mmol) in 14 mL of ethyl acetate. After the reaction mixture was stirred for 30 min at 95° C., n-butylamine (6.8 mL, 69 mmol) was added dropwise with additional stirring for 2 h. The re... The reactants are O=[N+]([O-])c1ccc(C2=CCCCC2)cc1, CCO, [Cl-]. The product is Nc1ccc(C2=CCCCC2)cc1. As a reaction SMILES: [C:1]1([c:7]2[cH:8][cH:9][c:10]([N+:13]([O-:14])=[O:15])[cH:11][cH:12]2)=[CH:2][CH2:3][CH2:4][CH2:5][CH2:6]1.[CH3:17][CH2:18][OH:19].[Cl-:16]>>[C:1]1([c:7]2[cH:8][cH:9][c:10]([NH2:13])[cH:11][cH:12]2)=[CH:2][CH2:3][CH2:4][CH2:5][CH2:6]1. Reactants: C(C(=O)Cl)(=O)Cl (oxalyl chloride), ClC1=C(C=C(C=C1)C(C(=O)O)CC1CCCC1)[N+](=O)[O-] (2-(4-chloro-3-nitro-phenyl)-3-cyclopentyl-propionic acid), C[Si](N[Si](C)(C)C)(C)C (1,1,1,3,3,3-hexamethyldisilazane). Reagents/catalysts: CN(C=O)C (N,N-dimethylformamide). The solvent is C(Cl)Cl (methylene chloride), CO (methanol), C(Cl)Cl (methylene chloride). Conditions: temperature 0 celsius, time 10 minute. The product is ClC1=C(C=C(C=C1)C(C(=O)N)CC1CCCC1)[N+](=O)[O-] (2-(4-chloro-3-nitro-phenyl)-3-cyclopentyl-propionamide). The yield is 65.8%. RXN SMILES: [Cl:1][C:2]1[CH:7]=[CH:6][C:5]([CH:8]([CH2:12][CH:13]2[CH2:17][CH2:16][CH2:15][CH2:14]2)[C:9](O)=[O:10])=[CH:4][C:3]=1[N+:18]([O-:20])=[O:19].C(Cl)(=O)C(Cl)=O.C[Si](C)(C)[NH:29][Si](C)(C)C>C(Cl)Cl.CN(C)C=O.CO>[Cl:1][C:2]1[CH:7]=[CH:6][C:5]([CH:8]([CH2:12][CH:13]2[CH2:17][CH2:16][CH2:15][CH2:14]2)[C:9]([NH2:29])=[O:10])=[CH:4][C:3]=1[N+:18]([O-:20])=[O:19]. Procedure: A mixture of 2-(4-chloro-3-nitro-phenyl)-3-cyclopentyl-propionic acid (450 mg, 1.51 mmol) in methylene chloride (4 mL) was treated with N,N-dimethylformamide (1 drop) and then cooled to 0° C. The reaction mixture was then slowly treated with oxalyl chloride (145 μL, 1.66 mmol). The reaction mixture was stirred at 0° C. for 10 min and then stirred at 25° C. for 1 h. The resulting reaction mixture was then treated dropwise with 1,1,1,3,3,3-hexamethyldisilazane (960 μL, 4.53 mmol) and subsequently ... Reactants: CCOC(=O)C(CC(C)C)NC(=O)c1ccc(N2CC(F)(F)C2)c(OCC2CC2)n1, [Li+], [OH-]. Yields the product CC(C)CC(NC(=O)c1ccc(N2CC(F)(F)C2)c(OCC2CC2)n1)C(=O)O. As a reaction SMILES: [CH:1]1([CH2:4][O:5][c:6]2[c:7]([N:25]3[CH2:26][C:27]([F:29])([F:30])[CH2:28]3)[cH:8][cH:9][c:10]([C:12](=[O:13])[NH:14][CH:15]([C:16](=[O:17])[O:18][CH2:19][CH3:20])[CH2:21][CH:22]([CH3:23])[CH3:24])[n:11]2)[CH2:2][CH2:3]1.[Li+:31].[OH-:32]>>[CH:1]1([CH2:4][O:5][c:6]2[c:7]([N:25]3[CH2:26][C:27]([F:29])([F:30])[CH2:28]3)[cH:8][cH:9][c:10]([C:12](=[O:13])[NH:14][CH:15]([C:16](=[O:17])[OH:18])[CH2:21][CH:22]([CH3:23])[CH3:24])[n:11]2)[CH2:2][CH2:3]1. Starting materials: C(C)OC(C(C)N1C[C@@H](CC1)NC(=O)C=1SC(=CC1)Cl)=O (2-{(R)-3-[(5-chloro-thiophene-2-carbonyl)-amino]-pyrrolidin-1-yl}-propionic acid ethyl ester), NC1=C(C=C(C=C1)N1C(C=CC=C1)=O)F (1-(4-amino-3-fluoro-phenyl)-1H-pyridin-2-one). Product: FC1=C(C=CC(=C1)N1C(C=CC=C1)=O)NC(=O)C(C)N1C[C@@H](CC1)NC(=O)C=1SC(=CC1)Cl (5-chloro-thiophene-2-carboxylic acid ((R)-1-{1-[2-fluoro-4-(2-oxo-pyridin-1-yl)-phenylcarbamoyl]-ethyl}-pyrrolidin-3-yl)-amide). RXN SMILES: C(O[C:4](=[O:21])[CH:5]([N:7]1[CH2:11][CH2:10][C@@H:9]([NH:12][C:13]([C:15]2[S:16][C:17]([Cl:20])=[CH:18][CH:19]=2)=[O:14])[CH2:8]1)[CH3:6])C.[NH2:22][C:23]1[CH:28]=[CH:27][C:26]([N:29]2[CH:34]=[CH:33][CH:32]=[CH:31][C:30]2=[O:35])=[CH:25][C:24]=1[F:36]>>[F:36][C:24]1[CH:25]=[C:26]([N:29]2[CH:34]=[CH:33][CH:32]=[CH:31][C:30]2=[O:35])[CH:27]=[CH:28][C:23]=1[NH:22][C:4]([CH:5]([N:7]1[CH2:11][CH2:10][C@@H:9]([NH:12][C:13]([C:15]2[S:16][C:17]([Cl:20])=[CH:18][CH:19]=2)=[O:14])[CH2:8]1)[CH3:6])=[O:21]. Procedure details: 6.4 Using general procedure F 2-{(R)-3-[(5-chloro-thiophene-2-carbonyl)-amino]-pyrrolidin-1-yl}-propionic acid ethyl ester was reacted with 1-(4-amino-3-fluoro-phenyl)-1H-pyridin-2-one (CAS 536747-52-1, prepared according to WO 2003045912) to give 5-chloro-thiophene-2-carboxylic acid ((R)-1-{1-[2-fluoro-4-(2-oxo-pyridin-1-yl)-phenylcarbamoyl]-ethyl}-pyrrolidin-3-yl)-amide. Yellow solid. MS 487.4 ([M−H]−) The reactants are C(C)(C)(C)OC(=O)N1[C@@H](CC(C1)=NOC)C(=O)O ((2S,4EZ)-1-(tert-butoxycarbonyl)-4-(methoxyimino)-2-pyrrolidinecarboxylic acid), C1(=CC=C(C=C1)S(=O)(=O)Cl)C1=CC=CC=C1 ([1,1′-biphenyl]-4-sulfonyl chloride), N[C@@H]1[C@H](CCCC1)O ((1S,2S)-2-aminocyclohexanol). Product: C1(=CC=C(C=C1)S(=O)(=O)N1[C@@H](CC(C1)=NOC)C(=O)N[C@@H]1[C@H](CCCC1)O)C1=CC=CC=C1 ((2S,4EZ)-1-([1,1′-biphenyl]-4-ylsulfonyl)-N-[(1S,2S)-2-hydroxycyclohexyl]-4-(methoxyimino)-2-pyrrolidinecarboxamide). RXN SMILES: C(OC([N:8]1[CH2:12][C:11](=[N:13][O:14][CH3:15])[CH2:10][C@H:9]1[C:16]([OH:18])=O)=O)(C)(C)C.[C:19]1([C:29]2[CH:34]=[CH:33][CH:32]=[CH:31][CH:30]=2)[CH:24]=[CH:23][C:22]([S:25](Cl)(=[O:27])=[O:26])=[CH:21][CH:20]=1.[NH2:35][C@H:36]1[CH2:41][CH2:40][CH2:39][CH2:38][C@@H:37]1[OH:42]>>[C:19]1([C:29]2[CH:34]=[CH:33][CH:32]=[CH:31][CH:30]=2)[CH:24]=[CH:23][C:22]([S:25]([N:8]2[CH2:12][C:11](=[N:13][O:14][CH3:15])[CH2:10][C@H:9]2[C:16]([NH:35][C@H:36]2[CH2:41][CH2:40][CH2:39][CH2:38][C@@H:37]2[OH:42])=[O:18])(=[O:27])=[O:26])=[CH:21][CH:20]=1. Procedure: Following the general method as outlined in Example 22, starting from (2S,4EZ)-1-(tert-butoxycarbonyl)-4-(methoxyimino)-2-pyrrolidinecarboxylic acid, [1,1′-biphenyl]-4-sulfonyl chloride, and (1S,2S)-2-aminocyclohexanol, the title compound was obtained in 61% purity by HPLC. MS(ESI+): m/z=472.